Dataset: the Open Reaction Database (ORD), a public repository of structured organic reaction records. Task: describe an organic reaction: reactants, conditions, products, and yield Solvent: CO (MeOH). Reactants: CN1C(CN(CC1)C)COC1=C(C=C(C=C1)C)[N+](=O)[O-] (1,4-Dimethyl-2-(4-methyl-2-nitro-phenoxymethyl)-piperazine), [Cl-].[NH4+] (ammonium chloride). Procedure: 1,4-Dimethyl-2-(4-methyl-2-nitro-phenoxymethyl)-piperazine (1.02 g, 3.65 mmol) was dissolved in MeOH (75 mL) and treated with sat'd aqueous ammonium chloride solution until the mixture became turbid. Zinc (0.24 g, 3.65 mmol) was added. The resulting warm reaction mixture was allowed to stir for an additional 30 min at which time LCMS indicate that starting material had been consumed. The reaction was diluted with EtOAc and aqueous Na2CO3 and the layers were separated. The organic layer was washe... Conditions: time 30 minute. Reaction SMILES: [CH3:1][N:2]1[CH2:7][CH2:6][N:5]([CH3:8])[CH2:4][CH:3]1[CH2:9][O:10][C:11]1[CH:16]=[CH:15][C:14]([CH3:17])=[CH:13][C:12]=1[N+:18]([O-])=O.[Cl-].[NH4+]>CO.[Zn]>[CH3:1][N:2]1[CH2:7][CH2:6][N:5]([CH3:8])[CH2:4][CH:3]1[CH2:9][O:10][C:11]1[CH:16]=[CH:15][C:14]([CH3:17])=[CH:13][C:12]=1[NH2:18] |f:1.2|. The reagents and catalysts are [Zn] (Zinc). Product: CN1C(CN(CC1)C)COC1=C(C=C(C=C1)C)N (2-(1,4-Dimethyl-piperazin-2-ylmethoxy)-5-methyl-phenylamine). Reactants: [N+](=O)([O-])C=1C(=NC=CC1)OCC1(CC1)CC#N (2-(1-((3-Nitropyridin-2-yloxy)methyl)cyclopropyl)acetonitrile). Solvent: C(C)(=O)O (acetic acid), C(C)O (ethanol). Run at temperature 100 celsius. Product: NC=1C(=NC=CC1)OCC1(CC1)CC#N (2-(1-((3-Aminopyridin-2-yloxy)methyl)cyclopropyl)acetonitrile). As a reaction SMILES: [N+:1]([C:4]1[C:5]([O:10][CH2:11][C:12]2([CH2:15][C:16]#[N:17])[CH2:14][CH2:13]2)=[N:6][CH:7]=[CH:8][CH:9]=1)([O-])=O>C(O)(=O)C.C(O)C>[NH2:1][C:4]1[C:5]([O:10][CH2:11][C:12]2([CH2:15][C:16]#[N:17])[CH2:14][CH2:13]2)=[N:6][CH:7]=[CH:8][CH:9]=1. Procedure details: 2-(1-((3-Nitropyridin-2-yloxy)methyl)cyclopropyl)acetonitrile (466 mg) was dissolved in a mixture of glacial acetic acid (4 ml) and ethanol (8 ml). Ferrum (1.1 g) was added and the reaction mixture was heated to 100° C. for 2 h. The mixture was concentrated in vacuo and the residue was dissolved in dichloromethane, extracted with an aqueous solution of K2CO3 (2M) and concentrated in vacuo Starting materials: C(C1=CC=CC=C1)(=S)OCCC1=CC=C(C=C1)O (2-(4-Hydroxyphenyl)ethyl thiobenzoate), C[O-].[Na+] (Sodium methoxide), S(O)(O)(=O)=O (sulfuric acid), ClC(C(=O)[O-])CC1=CC=C(C=C1)CCOC1=CC=C(C=C1)OS(=O)(=O)C.[NH4+] (ammonium 2-chloro-3-[4-(2-{4-[(methylsulfonyl)oxy]phenoxy}ethyl)phenyl]-propanoate), C(OC)(OC)OC (trimethyl orthoformate). Solvent: C(C)(C)(C)OC (methyl tert-butyl ether), CO (methanol), O (water), CO (methanol). Reaction conditions: temperature 60 celsius, time 5 hour. Yields the product OC1=CC=C(C=C1)CCSC(C(=O)OC)CC1=CC=C(C=C1)CCOC1=CC=C(C=C1)OS(=O)(=O)C (Methyl 2-{[2-(4-hydroxyphenyl)ethyl]thio}-3-[4-(2-{4-[(methylsulfonyl)oxy]-phenoxy}ethyl)phenyl]propanoate). Reaction SMILES: [S:1](=O)(=O)(O)O.Cl[CH:7]([CH2:11][C:12]1[CH:17]=[CH:16][C:15]([CH2:18][CH2:19][O:20][C:21]2[CH:26]=[CH:25][C:24]([O:27][S:28]([CH3:31])(=[O:30])=[O:29])=[CH:23][CH:22]=2)=[CH:14][CH:13]=1)C([O-])=O.[NH4+].[CH:33]([O:38]C)([O:36][CH3:37])OC.C(O[CH2:49][CH2:50][C:51]1[CH:56]=[CH:55][C:54]([OH:57])=[CH:53][CH:52]=1)(=S)C1C=CC=CC=1.C[O-].[Na+]>CO.C(OC)(C)(C)C.O>[OH:57][C:54]1[CH:55]=[CH:56][C:51]([CH2:50][CH2:49][S:1][CH:7]([CH2:11][C:12]2[CH:13]=[CH:14][C:15]([CH2:18][CH2:19][O:20][C:21]3[CH:22]=[CH:23][C:24]([O:27][S:28]([CH3:31])(=[O:29])=[O:30])=[CH:25][CH:26]=3)=[CH:16][CH:17]=2)[C:33]([O:36][CH3:37])=[O:38])=[CH:52][CH:53]=1 |f:1.2,5.6|. Procedure details: Concentrated sulfuric acid (2.2 mL, 60.0 mmol) was added smoothly over 30 minutes to a slurry of ammonium 2-chloro-3-[4-(2-{4-[(methylsulfonyl)oxy]phenoxy}ethyl)phenyl]-propanoate (15.0 g @ 91.4% strength, 33.0 mmol) in methanol (60 mL) and trimethyl orthoformate (10.9 mL, 39.6 mmol), followed by a line wash of methanol (7.5 mL). The reaction mixture was heated to 60° C. for 2 hours to form a dark solution, and then cooled back to 50° C. 2-(4-Hydroxyphenyl)ethyl thiobenzoate (10.4 g @ 97.9%, 39.... Reactants: [Al], COc1cc(Cc2cnc(N)nc2N)cc(OC)c1C(=O)CS(C)(=O)=O, C1CCOC1. Yields the product COc1cc(Cc2cnc(N)nc2N)cc(OC)c1C(C)=O. As a reaction SMILES: [Al:27].[NH2:1][c:2]1[n:3][cH:4][c:5]([CH2:9][c:10]2[cH:11][c:12]([O:25][CH3:26])[c:13]([C:18]([CH2:19][S:20]([CH3:21])(=[O:22])=[O:23])=[O:24])[c:14]([O:16][CH3:17])[cH:15]2)[c:6]([NH2:8])[n:7]1.[O:28]1[CH2:29][CH2:30][CH2:31][CH2:32]1>>[NH2:1][c:2]1[n:3][cH:4][c:5]([CH2:9][c:10]2[cH:11][c:12]([O:25][CH3:26])[c:13]([C:18]([CH3:19])=[O:24])[c:14]([O:16][CH3:17])[cH:15]2)[c:6]([NH2:8])[n:7]1. Starting materials: ClC=1C(=NC(=C(C1)Cl)F)OC(CO)C (2-(3,5-Dichloro-6-fluoro-2-pyridyloxy)-1-propanol), ClC=1C(=NC(=C(C1)Cl)F)OCC(C)O (1-(3,5-dichloro-6-fluoro-2-pyridyloxy)-2-propanol). Product: ClC=1C(=NC(=C(C1)Cl)F)OCCO (2-(3,5-Dichloro-6-fluoro-2-pyridyloxy)ethanol). As a reaction SMILES: [Cl:1][C:2]1[C:3]([O:10][CH:11](C)[CH2:12][OH:13])=[N:4][C:5]([F:9])=[C:6]([Cl:8])[CH:7]=1.ClC1C(OCC(O)C)=NC(F)=C(Cl)C=1>>[Cl:1][C:2]1[C:3]([O:10][CH2:11][CH2:12][OH:13])=[N:4][C:5]([F:9])=[C:6]([Cl:8])[CH:7]=1. Procedure details: Mixture of 2-(3,5-Dichloro-6-fluoro-2-pyridyloxy)-1-propanol and 1-(3,5-dichloro-6-fluoro-2-pyridyloxy)-2-propanol; Reactants: OP(=O)(CC(C(=O)O)CC1=CC=CC=C1)C(CC1=CC=CC=C1)NC(=O)OCC1=CC=CC=C1 (3-[hydroxy[2-phenyl-1-[[(phenylmethoxy)carbonyl]amino]ethyl]phosphinyl]-2-(phenylmethyl)propanoic acid), N[C@@H](C)C(=O)OCC1=CC=CC=C1 (phenylmethyl alaninate), C1(=CC=C(C=C1)S(=O)(=O)O)C (p-toluenesulphonic acid). Product: OP(=O)(C(CC1=CC=CC=C1)NC(=O)OCC1=CC=CC=C1)CC(C(=O)N[C@@H](C)C(=O)OCC1=CC=CC=C1)CC1=CC=CC=C1 (Phenylmethyl N-[2-[[hydroxy[2-phenyl-1-[[(phenylmethoxy)carbonyl]amino]ethyl]phosphinyl]methyl]-1-oxo-3-phenylpropyl]-L-alaninate). Yield: 71.9%. As a reaction SMILES: [OH:1][P:2]([CH:16]([NH:24][C:25]([O:27][CH2:28][C:29]1[CH:34]=[CH:33][CH:32]=[CH:31][CH:30]=1)=[O:26])[CH2:17][C:18]1[CH:23]=[CH:22][CH:21]=[CH:20][CH:19]=1)([CH2:4][CH:5]([CH2:9][C:10]1[CH:15]=[CH:14][CH:13]=[CH:12][CH:11]=1)[C:6](O)=[O:7])=[O:3].[NH2:35][C@H:36]([C:38]([O:40][CH2:41][C:42]1[CH:47]=[CH:46][CH:45]=[CH:44][CH:43]=1)=[O:39])[CH3:37].C1(C)C=CC(S(O)(=O)=O)=CC=1>>[OH:3][P:2]([CH2:4][CH:5]([CH2:9][C:10]1[CH:11]=[CH:12][CH:13]=[CH:14][CH:15]=1)[C:6]([NH:35][C@H:36]([C:38]([O:40][CH2:41][C:42]1[CH:47]=[CH:46][CH:45]=[CH:44][CH:43]=1)=[O:39])[CH3:37])=[O:7])([CH:16]([NH:24][C:25]([O:27][CH2:28][C:29]1[CH:30]=[CH:31][CH:32]=[CH:33][CH:34]=1)=[O:26])[CH2:17][C:18]1[CH:19]=[CH:20][CH:21]=[CH:22][CH:23]=1)=[O:1]. Procedure details: The process is performed according to the operating conditions described in 1.8, starting with 300 mg (0.62 mmol) of 3-[hydroxy[2-phenyl-1-[[(phenylmethoxy)carbonyl]amino]ethyl]phosphinyl]-2-(phenylmethyl)propanoic acid synthesized in 1.7., and 219 mg (0.62 mmol) of phenylmethyl alaninate in the form of the p-toluenesulphonic acid salt. 288 mg of product are recovered (yield=71.9%).